Dataset: the Open Reaction Database (ORD), a public repository of structured organic reaction records. Task: describe an organic reaction: reactants, conditions, products, and yield Starting materials: NC1=NNC=C1C(C1=CC=CC=C1)=O (3-amino-4-benzoylpyrazole), CN(C=CC(=O)C=1C=C(C=CC1)NC(C)=O)C (N-[3-[3-(Dimethylamino)-1-oxo-2-propenyl]phenyl]acetamide). Solvent: C(C)(=O)O (acetic acid). The product is C(C1=CC=CC=C1)C=1C=NN2C1N=CC=C2C=2C=C(C=CC2)NC(C)=O (N-[3-(3-Benzylpyrazolo[1,5-a]pyrimidin-7-yl)phenyl]acetamide). Isolated yield 21.3%. Reaction SMILES: [NH2:1][C:2]1[C:6]([C:7](=O)[C:8]2[CH:13]=[CH:12][CH:11]=[CH:10][CH:9]=2)=[CH:5][NH:4][N:3]=1.CN(C)[CH:17]=[CH:18][C:19]([C:21]1[CH:22]=[C:23]([NH:27][C:28](=[O:30])[CH3:29])[CH:24]=[CH:25][CH:26]=1)=O>C(O)(=O)C>[CH2:7]([C:6]1[CH:5]=[N:4][N:3]2[C:19]([C:21]3[CH:22]=[C:23]([NH:27][C:28](=[O:30])[CH3:29])[CH:24]=[CH:25][CH:26]=3)=[CH:18][CH:17]=[N:1][C:2]=12)[C:8]1[CH:13]=[CH:12][CH:11]=[CH:10][CH:9]=1. Procedure: A solution of 1.87 g of 3-amino-4-benzoylpyrazole and 2.32 g of N-[3-[3-(dimethylamino)-1-oxo-2-propenyl]phenyl]acetamide (Example 168) in 50 ml of glacial acetic acid was refluxed for 8 hours. The reaction mixture was evaporated to dryness and a saturated sodium bicarbonate solution was added along with 400 ml of methylene chloride. The solid that separated was recovered by filtration and was the desired compound (2.57 g, mp 205°-207° C.). The methylene chloride solution afforded more compound ... The reactants are [Li]CCCC (n-BuLi), II (iodine), S(=O)([O-])[O-].[Na+].[Na+] (sodium sulfite), C(C)(C)(C)C1=NC(=CC=C1Br)[Si](C)(C)C (2-tert-butyl-3-bromo-6-trimethylsilylpyridine), C(C)(C)NC(C)C (diisopropylamine), II (iodine). The solvent is CCCCCC (hexane), C1CCOC1 (THF), C1CCOC1 (THF), COC(C)(C)C (tert-butyl methyl ether), O (water), C1CCOC1 (THF), C1CCOC1 (THF). Conditions: temperature -78 celsius, time 45 minute. Product: C(C)(C)(C)C1=NC(=CC(=C1Br)I)[Si](C)(C)C (2-tert-Butyl-3-bromo-4-iodo-6-trimethylsilylpyridine). As a reaction SMILES: [Li]CCCC.C(NC(C)C)(C)C.[C:13]([C:17]1[C:22]([Br:23])=[CH:21][CH:20]=[C:19]([Si:24]([CH3:27])([CH3:26])[CH3:25])[N:18]=1)([CH3:16])([CH3:15])[CH3:14].[I:28]I.S([O-])([O-])=O.[Na+].[Na+]>CCCCCC.C1COCC1.COC(C)(C)C.O>[C:13]([C:17]1[C:22]([Br:23])=[C:21]([I:28])[CH:20]=[C:19]([Si:24]([CH3:27])([CH3:26])[CH3:25])[N:18]=1)([CH3:16])([CH3:14])[CH3:15] |f:4.5.6|. Procedure: Procedure analogous to P. N. W. Baxter, Chem. Eur. J. 2003, 9, 2531: 65.6 ml (105 mmol) of n-BuLi, 1.6 M in hexane, are added dropwise over the course of 15 min. to a vigorously stirred mixture, cooled to −78° C., of 14.0 ml (100 mmol) of diisopropylamine and 500 ml of THF. The reaction mixture is stirred at −78° C. for 45 min. and then cooled to −90° C. A solution, pre-cooled to −90° C., of 30.1 g (105 mmol) of 2-tert-butyl-3-bromo-6-trimethylsilylpyridine in 100 ml of THF is added dropwise at ...